Dataset: the Open Reaction Database (ORD), a public repository of structured organic reaction records. Task: describe an organic reaction: reactants, conditions, products, and yield The reactants are C(#N)[BH3-].[Na+] (sodium cyanoborohydride), C=O (formalin), FC(CN1N=CC2=CC(=CC(=C12)C(C)OCC1(CCN(CC1)C(=O)OC(C)(C)C)C1=CC=C(C=C1)F)C)F ((±)-tert-Butyl 4-((1-(1-(2,2-difluoroethyl)-5-methyl-1H-indazol-7-yl)ethoxy)methyl)-4-(4-fluorophenyl)piperidine-1-carboxylate). Reagents/catalysts: C(C)(=O)O (acetic acid). Solvent: FC(C(=O)O)(F)F (trifluoroacetic acid). Conditions: time 1 hour. The product is FC(CN1N=CC2=CC(=CC(=C12)C(C)OCC1(CCN(CC1)C)C1=CC=C(C=C1)F)C)F ((±)-1-(2,2-Difluoroethyl)-7-(1-((4-(4-fluorophenyl)-1-methylpiperidin-4-yl)methoxy)ethyl)-5-methyl-1H-indazole). Reaction SMILES: [F:1][CH:2]([F:38])[CH2:3][N:4]1[C:12]2[C:7](=[CH:8][C:9]([CH3:37])=[CH:10][C:11]=2[CH:13]([O:15][CH2:16][C:17]2([C:30]3[CH:35]=[CH:34][C:33]([F:36])=[CH:32][CH:31]=3)[CH2:22][CH2:21][N:20]([C:23](OC(C)(C)C)=O)[CH2:19][CH2:18]2)[CH3:14])[CH:6]=[N:5]1.C([BH3-])#N.[Na+].C=O>FC(F)(F)C(O)=O.C(O)(=O)C>[F:38][CH:2]([F:1])[CH2:3][N:4]1[C:12]2[C:7](=[CH:8][C:9]([CH3:37])=[CH:10][C:11]=2[CH:13]([O:15][CH2:16][C:17]2([C:30]3[CH:31]=[CH:32][C:33]([F:36])=[CH:34][CH:35]=3)[CH2:18][CH2:19][N:20]([CH3:23])[CH2:21][CH2:22]2)[CH3:14])[CH:6]=[N:5]1 |f:1.2|. Reported procedure: (±)-tert-Butyl 4-((1-(1-(2,2-difluoroethyl)-5-methyl-1H-indazol-7-yl)ethoxy)methyl)-4-(4-fluorophenyl)piperidine-1-carboxylate (10 mg, 0.02 mmol) was dissolved in trifluoroacetic acid (50% in dichloromethane, 1 mL) and stirred at room temperature for 1 h. The reaction was concentrated, loaded onto a strong cation exchange cartridge in methanol, and flushed with several volumes of methanol which were discarded. The crude secondary amine was eluted in 2 M ammonia in methanol and concentrated. The ... Reactants: O=C[C@@H](O)[C@@H](O)[C@H](O)[C@H](O)CO (D-mannose), C(CCC)N (n-butylamine), ClCCN=C=O (2-chloroethyl isocyanate). Product: ClCCNC(=O)N(C1[C@@H](O)[C@@H](O)[C@H](O)[C@H](O1)CO)CCCC (1-(2-chloroethyl)-3-n-butyl-3-D-mannopyranosylurea). Yield: 77.8%. RXN SMILES: O=[CH:2][C@H:3]([C@H:5]([C@@H:7]([C@@H:9]([CH2:11][OH:12])[OH:10])[OH:8])[OH:6])[OH:4].[CH2:13]([NH2:17])[CH2:14][CH2:15][CH3:16].[Cl:18][CH2:19][CH2:20][N:21]=[C:22]=[O:23]>>[Cl:18][CH2:19][CH2:20][NH:21][C:22]([N:17]([CH2:13][CH2:14][CH2:15][CH3:16])[CH:2]1[O:10][C@H:9]([CH2:11][OH:12])[C@@H:7]([OH:8])[C@H:5]([OH:6])[C@@H:3]1[OH:4])=[O:23]. Procedure: 3.6 g of D-mannose, 1.8 g of n-butylamine and 2.5 g of 2-chloroethyl isocyanate are treated in the same manner as described in Example 5-(1). 5.3 g of 1-(2-chloroethyl)-3-n-butyl-3-D-mannopyranosylurea are thereby obtained as colorless caramel. RXN SMILES: [CH3:1][NH2:2].[NH2:3][C:4]1[C:5]([F:27])=[CH:6][C:7]([F:26])=[C:8]([N:10]2[C:19]3[C:14](=[CH:15][C:16]([CH3:21])=[C:17](F)[CH:18]=3)[C:13](=[O:22])[C:12]([C:23]([OH:25])=[O:24])=[CH:11]2)[CH:9]=1>CS(C)=O>[NH2:3][C:4]1[C:5]([F:27])=[CH:6][C:7]([F:26])=[C:8]([N:10]2[C:19]3[C:14](=[CH:15][C:16]([CH3:21])=[C:17]([NH:2][CH3:1])[CH:18]=3)[C:13](=[O:22])[C:12]([C:23]([OH:25])=[O:24])=[CH:11]2)[CH:9]=1. Run in CS(=O)C (Dimethyl sulfoxide). Reactants: aqueous solution, CN (methylamine), NC=1C(=CC(=C(C1)N1C=C(C(C2=CC(=C(C=C12)F)C)=O)C(=O)O)F)F (1-(5-amino-2,4-difluorophenyl)-7-fluoro-6-methyl-4-oxo-1,4-dihydroquinoline-3-carboxylic acid). Conditions: temperature 40 celsius, time 3 day. Procedure: Dimethyl sulfoxide (100 mg) and a 40% aqueous solution (50 mg) of methylamine were added to 1-(5-amino-2,4-difluorophenyl)-7-fluoro-6-methyl-4-oxo-1,4-dihydroquinoline-3-carboxylic acid (30 mg), and the mixture was heated and stirred at 40° C. for 3 days. The solvent and the like were distilled off under reduced pressure, and ethanol (0.5 ml) was added to the residue. The mixture was left to stand for 3 days, and solids deposited were collected by filtration and washed with (ethanol and diethyl ... Product: NC=1C(=CC(=C(C1)N1C=C(C(C2=CC(=C(C=C12)NC)C)=O)C(=O)O)F)F (1-(5-Amino-2,4-difluorophenyl)-6-methyl-7-methylamino-4-oxo-1,4-dihydroquinoline-3-carboxylic Acid). Reactants: CC(=O)c1csc(-c2ccc(C(C)(C)C)cc2)c1O, CN(C)C=O, COC(=O)c1ccc(C(=O)NN)s1. Product: COC(=O)c1ccc(C(=O)NN=C(C)c2csc(-c3ccc(C(C)(C)C)cc3)c2O)s1. RXN SMILES: [C:1]([CH3:2])([CH3:3])([CH3:4])[c:5]1[cH:6][cH:7][c:8](-[c:11]2[s:12][cH:13][c:14]([C:17](=[O:18])[CH3:19])[c:15]2[OH:16])[cH:9][cH:10]1.[CH3:33][N:34]([CH3:35])[CH:36]=[O:37].[NH:20]([NH2:21])[C:22](=[O:23])[c:24]1[cH:25][cH:26][c:27]([C:29](=[O:30])[O:31][CH3:32])[s:28]1>>[C:1]([CH3:2])([CH3:3])([CH3:4])[c:5]1[cH:6][cH:7][c:8](-[c:11]2[s:12][cH:13][c:14]([C:17]([CH3:19])=[N:21][NH:20][C:22](=[O:23])[c:24]3[cH:25][cH:26][c:27]([C:29](=[O:30])[O:31][CH3:32])[s:28]3)[c:15]2[OH:16])[cH:9][cH:10]1. Starting materials: C(C(=C)C)(=O)[O-].[Na+] (sodium methacrylate), [I-].[Na+] (sodium iodide), C(C1=CC(=CC(=C1O)C(C)(C)C)C)C1=CC(=CC(=C1O)C(C)(C)C)C (2,2′-methylenebis(6-t-butyl-p-cresol)), ClCCCC(=O)OC(C(S(=O)(=O)[O-])(F)F)C(F)(F)F.C1(=CC=CC=C1)[S+](C1=CC=CC=C1)C1=CC=CC=C1 (triphenylsulfonium 2-(4-chlorobutyryloxy)-1,1,3,3,3-pentafluoropropane-1-sulfonate). The solvent is ClCCl (dichloromethane), O (water), CN(C=O)C (dimethylformamide). Run at temperature 90 celsius, time 12 hour. The product is FC(C(C(F)(F)F)OC(CCCOC(C(=C)C)=O)=O)(S(=O)(=O)[O-])F.C1(=CC=CC=C1)[S+](C1=CC=CC=C1)C1=CC=CC=C1 (triphenylsulfonium 1,1,3,3,3-pentafluoro-2-(4-methacryloyloxy-butyryloxy)-propane-1-sulfonate), oil. Isolated yield 72.0%. RXN SMILES: Cl[CH2:2][CH2:3][CH2:4][C:5]([O:7][CH:8]([C:16]([F:19])([F:18])[F:17])[C:9]([F:15])([F:14])[S:10]([O-:13])(=[O:12])=[O:11])=[O:6].[C:20]1([S+:26]([C:33]2[CH:38]=[CH:37][CH:36]=[CH:35][CH:34]=2)[C:27]2[CH:32]=[CH:31][CH:30]=[CH:29][CH:28]=2)[CH:25]=[CH:24][CH:23]=[CH:22][CH:21]=1.[C:39]([O-:44])(=[O:43])[C:40]([CH3:42])=[CH2:41].[Na+].[I-].[Na+].C(C1C(O)=C(C(C)(C)C)C=C(C)C=1)C1C(O)=C(C(C)(C)C)C=C(C)C=1>ClCCl.O.CN(C)C=O>[F:14][C:9]([F:15])([S:10]([O-:13])(=[O:12])=[O:11])[CH:8]([O:7][C:5](=[O:6])[CH2:4][CH2:3][CH2:2][O:44][C:39](=[O:43])[C:40]([CH3:42])=[CH2:41])[C:16]([F:19])([F:18])[F:17].[C:33]1([S+:26]([C:20]2[CH:21]=[CH:22][CH:23]=[CH:24][CH:25]=2)[C:27]2[CH:32]=[CH:31][CH:30]=[CH:29][CH:28]=2)[CH:34]=[CH:35][CH:36]=[CH:37][CH:38]=1 |f:0.1,2.3,4.5,10.11|. Procedure: To 20 g of dimethylformamide were added 5.4 g (9.0 mmol) of triphenylsulfonium 2-(4-chlorobutyryloxy)-1,1,3,3,3-pentafluoropropane-1-sulfonate synthesized in Synthesis Example 1-20, 1.2 g (11 mmol) of sodium methacrylate, 0.20 g (1.4 mmol) of sodium iodide, and 1 mg of 2,2′-methylenebis(6-t-butyl-p-cresol). The mixture was heated and stirred at 90° C. for 12 hours. The reaction solution was allowed to resume room temperature, after which 50 g of water and 80 g of dichloromethane were added. The ...